This data is from the Open Reaction Database (ORD), a public repository of structured organic reaction records. The task is: describe an organic reaction: reactants, conditions, products, and yield Starting materials: C(CCC(=O)OC)(=O)OC (dimethyl succinate), [H][H] (hydrogen), 89A. The reagents and catalysts are [Mn] (manganese), [Cu] (copper). Product: OCCCCOC1OCCC1 (2-(4′-hydroxybutoxy)-tetrahydrofuran), final product. RXN SMILES: [H][H].[C:3]([O:11][CH3:12])(=[O:10])[CH2:4][CH2:5][C:6](OC)=O>[Mn].[Cu]>[OH:10][CH2:3][CH2:4][CH2:5][CH2:12][O:11][CH:3]1[CH2:4][CH2:5][CH2:6][O:10]1. Reported procedure: This second intermediate reaction product stream is then passed on through lines 20, 21, and 22 to third hydrogenation reactor 10. Additional hydrogen at an appropriate temperature can, if desired, be added from line 23 to the second intermediate reaction product mixture in line 21 in order to adjust the temperature of the resulting stream prior to entry to third hydrogenation reactor 10. This third hydrogenation reactor 10 contains a charge 24 of the manganese promoted copper hydrogenation cata... Reactants: CC(C)(C)OC(=O)N1CC(OS(C)(=O)=O)CC1C(=O)NC1(C#N)CC1, CS(=O)(=O)O, Sc1ccc(Cl)cc1Cl. Product: CC(C)(C)OC(=O)N1CC(Sc2ccc(Cl)cc2Cl)CC1C(=O)NC1(C#N)CC1. Reaction SMILES: [C:6]([CH3:7])([CH3:8])([CH3:9])[O:10][C:11](=[O:12])[N:13]1[CH:14]([C:23]([NH:24][C:25]2([C:28]#[N:29])[CH2:26][CH2:27]2)=[O:30])[CH2:15][CH:16]([O:18][S:19]([CH3:20])(=[O:21])=[O:22])[CH2:17]1.[CH3:1][S:2]([OH:3])(=[O:4])=[O:5].[Cl:31][c:32]1[c:33]([SH:39])[cH:34][cH:35][c:36]([Cl:38])[cH:37]1>>[C:6]([CH3:7])([CH3:8])([CH3:9])[O:10][C:11](=[O:12])[N:13]1[CH:14]([C:23]([NH:24][C:25]2([C:28]#[N:29])[CH2:26][CH2:27]2)=[O:30])[CH2:15][CH:16]([S:39][c:33]2[c:32]([Cl:31])[cH:37][c:36]([Cl:38])[cH:35][cH:34]2)[CH2:17]1. Reactants: Br.COC1=CC=C(C(=O)NC=2C=C(C(CNC(C)(C)C)O)C=CC2O)C=C1 (3-(4-methoxybenzamido)-4-hydroxy-α-(tert.butylaminomethyl)benzylalcohol hydrobromide), BrBr (bromine). The solvent is C(C)(=O)O (acetic acid). Yields the product Br.COC1=CC=C(C(=O)NC=2C=C(C(CNC(C)(C)C)O)C=C(C2O)Br)C=C1 (3-(4-Methoxybenzamido)-4-hydroxy-5-bromo-α-(tert.butylaminomethyl)benzylalcohol hydrobromide). As a reaction SMILES: [BrH:1].[CH3:2][O:3][C:4]1[CH:27]=[CH:26][C:7]([C:8]([NH:10][C:11]2[CH:12]=[C:13]([CH:22]=[CH:23][C:24]=2[OH:25])[CH:14]([OH:21])[CH2:15][NH:16][C:17]([CH3:20])([CH3:19])[CH3:18])=[O:9])=[CH:6][CH:5]=1.BrBr>C(O)(=O)C>[BrH:1].[CH3:2][O:3][C:4]1[CH:5]=[CH:6][C:7]([C:8]([NH:10][C:11]2[CH:12]=[C:13]([CH:22]=[C:23]([Br:1])[C:24]=2[OH:25])[CH:14]([OH:21])[CH2:15][NH:16][C:17]([CH3:20])([CH3:18])[CH3:19])=[O:9])=[CH:26][CH:27]=1 |f:0.1,4.5|. Procedure: In substantially the same manner as described above in Example 35 3-(4-methoxybenzamido)-4-hydroxy-α-(tert.butylaminomethyl)benzylalcohol hydrobromide was brominated with bromine in glacial acetic acid. The analytically pure title compound was precipitated from the reaction mixture with ether. M.p. 168° - 169.6° C.